This data is from the Open Reaction Database (ORD), a public repository of structured organic reaction records. The task is: describe an organic reaction: reactants, conditions, products, and yield Starting materials: C(C#C)O (propargyl alcohol), Cl (hydrochloric acid), C(=O)=O (carbon dioxide), [H-].[Na+] (sodium hydride), ClCOC (chloromethylmethyl ether), C(CCC)[Li] (n-butyl lithium). Solvent: O (water), CCOCC (ether), O1CCCC1 (tetrahydrofuran), hexanes. Run at temperature 100 celsius, time 1.5 hour. The product is COCOCC#CC(=O)O (4-methoxymethoxy-but-2-ynoic acid). As a reaction SMILES: [H-].[Na+].[CH2:3]([OH:6])[C:4]#[CH:5].Cl[CH2:8][O:9][CH3:10].C([Li])CCC.[C:16](=[O:18])=[O:17].Cl>O1CCCC1.CCOCC.O>[CH3:8][O:9][CH2:10][O:6][CH2:3][C:4]#[C:5][C:16]([OH:18])=[O:17] |f:0.1|. Reported procedure: To a suspension of 8.2 g of 60% sodium hydride in mineral oil in 271 mL of tetrahydrofuran at 0° C. with stirring under nitrogen was added dropwise 10 g of propargyl alcohol over 15 min. The mixture was stirred an additional 30 min. To the stirred mixture at 0° C was added 15.8 g of chloromethylmethyl ether. Stirring was continued at room temperature over night. The mixture was filtered and the solvent was removed from the filtrate. The residue was distilled (35-38° C., 4 mm) giving 8.5 g. of a ... The reactants are [Br-], [Zn+]Cc1ccccc1, C1CCOC1, O=C(C=Cc1ccccc1)C=Cc1ccccc1, O=C(C=Cc1ccccc1)C=Cc1ccccc1, O=C([O-])C1=Cc2cc(Cl)cc(I)c2OC1C(F)(F)F, [Pd], c1coc(P(c2ccco2)c2ccco2)c1. Product: O=C(O)C1=Cc2cc(Cl)cc(Cc3ccccc3)c2OC1C(F)(F)F. RXN SMILES: [Br-:36].[CH2:37]([c:38]1[cH:39][cH:40][cH:41][cH:42][cH:43]1)[Zn+:44].[CH2:82]1[O:83][CH2:84][CH2:85][CH2:86]1.[CH:46](=[CH:47][C:48]([CH:49]=[CH:50][c:51]1[cH:52][cH:53][cH:54][cH:55][cH:56]1)=[O:57])[c:58]1[cH:59][cH:60][cH:61][cH:62][cH:63]1.[CH:64](=[CH:65][C:66]([CH:67]=[CH:68][c:69]1[cH:70][cH:71][cH:72][cH:73][cH:74]1)=[O:75])[c:76]1[cH:77][cH:78][cH:79][cH:80][cH:81]1.[Cl:17][c:18]1[cH:19][c:20]2[c:25]([c:26]([I:28])[cH:27]1)[O:24][CH:23]([C:29]([F:30])([F:31])[F:32])[C:22]([C:33](=[O:34])[O-:35])=[CH:21]2.[Pd:45].[o:1]1[cH:2][cH:3][cH:4][c:5]1[P:6]([c:7]1[o:8][cH:9][cH:10][cH:11]1)[c:12]1[o:13][cH:14][cH:15][cH:16]1>>[Cl:17][c:18]1[cH:19][c:20]2[c:25]([c:26]([CH2:37][c:38]3[cH:39][cH:40][cH:41][cH:42][cH:43]3)[cH:27]1)[O:24][CH:23]([C:29]([F:30])([F:31])[F:32])[C:22]([C:33](=[O:34])[OH:35])=[CH:21]2. Starting materials: O=CC(C)=C (methacrolein), C(N)(OCC)=O (ethyl carbamate), acid. The reagents and catalysts are COC1=CC=C(O)C=C1 (hydroquinone monomethyl ether). Solvent: C(Cl)(Cl)Cl (chloroform). Run at time 1 hour. Yields the product CC(C(NC(=O)OCC)NC(=O)OCC)CNC(=O)OCC (2-methyl-1,1,3-tri(ethoxycarbonylamino)propane). Yield: 60.8%. As a reaction SMILES: O=[CH:2][C:3](=[CH2:5])[CH3:4].[C:6](=[O:11])([O:8][CH2:9][CH3:10])[NH2:7]>COC1C=CC(O)=CC=1.C(Cl)(Cl)Cl>[CH3:4][CH:3]([CH2:2][NH:7][C:6]([O:8][CH2:9][CH3:10])=[O:11])[CH:5]([NH:7][C:6]([O:8][CH2:9][CH3:10])=[O:11])[NH:7][C:6]([O:8][CH2:9][CH3:10])=[O:11]. Procedure: 35 g of methacrolein are added dropwise at 60°-65° C. to a mixture of 133.5 g of ethyl carbamate, 30 g of acid ion exchanger resin (Duolite C 265), 0.4 g of hydroquinone monomethyl ether and 400 ml of chloroform in the course of 40 minutes. The mixture is left at that temperature for 1 hour, the ion exchanger is filtered off, the chloroform is distilled off, and the residue is crystallized from ethyl acetate/petroleum ether. This gives 97 g of 2-methyl-1,1,3-tri(ethoxycarbonylamino)propane (60.8... Solvent: C(C)(=O)OCC.CCCCCC (ethyl acetate hexane). Procedure: The title compound was prepared according to the procedure described in Example 19 employing 3-amino-6-chloro-2-(3-cyanobenzoyl)indole (Example 127) and acetyl chloride. m.p.: 185-187° C. (ethyl acetate/hexane) 1H-NMR (DMSO-d6) δ: 11.91 (1H, br s), 9.85 (1H, brs), 8.12-8.04 (2H, m), 8.03-7.95 (1H, m), 7.77-7.62 (2H, m), 7.46 (1H, d, J=1.8 Hz), 7.12 (1H, dd, J=1.8, 8.8 Hz), 1.64 (3H, s) Product: C(C)(=O)NC1=C(NC2=CC(=CC=C12)Cl)C(C1=CC(=CC=C1)C#N)=O (3-Acetylamino-6-chloro-2-(3-cyanobenzoyl)indole). RXN SMILES: [NH2:1][C:2]1[C:10]2[C:5](=[CH:6][C:7]([Cl:11])=[CH:8][CH:9]=2)[NH:4][C:3]=1[C:12](=[O:21])[C:13]1[CH:18]=[CH:17][CH:16]=[C:15]([C:19]#[N:20])[CH:14]=1.[C:22](Cl)(=[O:24])[CH3:23]>C(OCC)(=O)C.CCCCCC>[C:22]([NH:1][C:2]1[C:10]2[C:5](=[CH:6][C:7]([Cl:11])=[CH:8][CH:9]=2)[NH:4][C:3]=1[C:12](=[O:21])[C:13]1[CH:18]=[CH:17][CH:16]=[C:15]([C:19]#[N:20])[CH:14]=1)(=[O:24])[CH3:23] |f:2.3|. The reactants are NC1=C(NC2=CC(=CC=C12)Cl)C(C1=CC(=CC=C1)C#N)=O (3-amino-6-chloro-2-(3-cyanobenzoyl)indole), C(C)(=O)Cl (acetyl chloride). Reactants: [Si](C)(C)(C(C)(C)C)OCC#CCO (1-(tert-Butyldimethylsilyloxy)but-2-yn-4-ol), N1C=NC=C1 (imidazole), II (iodine), C1(=CC=CC=C1)P(C1=CC=CC=C1)C1=CC=CC=C1 (triphenylphosphine). Solvent: ClCCl (dichloromethane). Yields the product [Si](C)(C)(C(C)(C)C)OCC#CCI (1-(tert-Butyldimethylsilyloxy)-4-iodobut-2-yne). Yield: 71.4%. Reaction SMILES: [Si:1]([O:8][CH2:9][C:10]#[C:11][CH2:12]O)([C:4]([CH3:7])([CH3:6])[CH3:5])([CH3:3])[CH3:2].N1C=CN=C1.[I:19]I.C1(P(C2C=CC=CC=2)C2C=CC=CC=2)C=CC=CC=1>ClCCl>[Si:1]([O:8][CH2:9][C:10]#[C:11][CH2:12][I:19])([C:4]([CH3:7])([CH3:6])[CH3:5])([CH3:3])[CH3:2]. Procedure details: 1-(tert-Butyldimethylsilyloxy)-but-2-yn-4-ol (63, 4.0 g, 19.96 mmol), imidazole (1.80 g, 26.45 mmol), iodine (6.58 g, 25.95 mmol) and triphenylphosphine (6.80 g, 25.95 mmol) are treated in 100 ml dichloromethane according to J. Robertson et al. J. Chem. Soc., Perkin Trans. 1, 3389-3369, 2000. Work-up yields 4.42 g (71%) of a colourless oil. The product is used directly in the next step. The reactants are ClC1=NC(=NC(=N1)N1CCC2=CC=CC=C12)NC (2-chloro-4-indolin-1-yl-6-methylamino-1,3,5-triazine), C(=O)[O-].[NH4+] (ammonium formate). The reagents and catalysts are [Pd] (palladium on charcoal). Run in CO (methanol). Conditions: temperature 50 celsius. Yields the product N1(CCC2=CC=CC=C12)C1=NC=NC(=N1)NC (2-(indolin-1-yl)-4-methylamino-1,3,5-triazine). The yield is 39.2%. As a reaction SMILES: Cl[C:2]1[N:7]=[C:6]([N:8]2[C:16]3[C:11](=[CH:12][CH:13]=[CH:14][CH:15]=3)[CH2:10][CH2:9]2)[N:5]=[C:4]([NH:17][CH3:18])[N:3]=1.C([O-])=O.[NH4+]>[Pd].CO>[N:8]1([C:6]2[N:5]=[C:4]([NH:17][CH3:18])[N:3]=[CH:2][N:7]=2)[C:16]2[C:11](=[CH:12][CH:13]=[CH:14][CH:15]=2)[CH2:10][CH2:9]1 |f:1.2|. Procedure details: A mixture of 2-chloro-4-indolin-1-yl-6-methylamino-1,3,5-triazine (5.0 g, 19.1 mM), ammonium formate (6.02 g, 95.6 mM), 10% w/w palladium on charcoal (1.0 g) and methanol (100 ml) was heated at 50° C., under argon, for 6 hours. The mixture was cooled, basified, and filtered. The solid collected by filtration was heated at reflux with ethanol, and the mixture refiltered. The filtrates were combined and the solvent evaporated. The residual solid was washed with water and then purified by flash col... The reactants are [BH4-], CO, [Na+], CC(=O)Cc1ccnc(NC(=O)OC(C)(C)C)c1. Product: CC(O)Cc1ccnc(NC(=O)OC(C)(C)C)c1. As a reaction SMILES: [BH4-:19].[CH3:21][OH:22].[Na+:20].[O:1]=[C:2]([CH2:3][c:4]1[cH:5][c:6]([NH:10][C:11]([O:12][C:13]([CH3:14])([CH3:15])[CH3:16])=[O:17])[n:7][cH:8][cH:9]1)[CH3:18]>>[OH:1][CH:2]([CH2:3][c:4]1[cH:5][c:6]([NH:10][C:11]([O:12][C:13]([CH3:14])([CH3:15])[CH3:16])=[O:17])[n:7][cH:8][cH:9]1)[CH3:18]. Starting materials: NCCC1=CC=C(OC(C(=O)OC)(C)C)C=C1 (methyl 2-[4-(2-aminoethyl)phenoxy]-2-methylpropanoate), CCN(C(C)C)C(C)C (DIEA), FC(C1=C(CBr)C=CC(=C1)C(F)(F)F)(F)F (2,4-bis-trifluoromethyl-benzyl bromide). The solvent is ClCCl (dichloromethane). Reaction conditions: time 8 hour. Product: FC(C1=C(CNCCC2=CC=C(OC(C(=O)OC)(C)C)C=C2)C=CC(=C1)C(F)(F)F)(F)F (Methyl 2-[4-(2-{[2,4-bis(trifluoromethyl)benzyl]amino}ethyl)phenoxy]-2-methylpropanoate). Isolated yield 51.1%. As a reaction SMILES: [NH2:1][CH2:2][CH2:3][C:4]1[CH:17]=[CH:16][C:7]([O:8][C:9]([CH3:15])([CH3:14])[C:10]([O:12][CH3:13])=[O:11])=[CH:6][CH:5]=1.CCN(C(C)C)C(C)C.[F:27][C:28]([F:42])([F:41])[C:29]1[CH:36]=[C:35]([C:37]([F:40])([F:39])[F:38])[CH:34]=[CH:33][C:30]=1[CH2:31]Br>ClCCl>[F:27][C:28]([F:41])([F:42])[C:29]1[CH:36]=[C:35]([C:37]([F:40])([F:38])[F:39])[CH:34]=[CH:33][C:30]=1[CH2:31][NH:1][CH2:2][CH2:3][C:4]1[CH:5]=[CH:6][C:7]([O:8][C:9]([CH3:15])([CH3:14])[C:10]([O:12][CH3:13])=[O:11])=[CH:16][CH:17]=1. Procedure details: A solution of methyl 2-[4-(2-aminoethyl)phenoxy]-2-methylpropanoate (Biochim. Biophys. Acta 1997, 1339 (2), 321–330) (2 g; 8.44 mmol) in dichloromethane (20 ml) was treated with DIEA (1.47 ml; 8.44 mmol) and 2,4-bis-trifluoromethyl-benzyl bromide (2.59 g; 8.44 mmol). After stirring at rt overnight, the reaction mixture was concentrated and partitioned between ethyl acetate and saturated Na2CO3 solution. The organic phase was washed with Na2CO3 solution and brine, dried over sodium sulfate and co...